Dataset: the Open Reaction Database (ORD), a public repository of structured organic reaction records. Task: describe an organic reaction: reactants, conditions, products, and yield Reactants: N1CCC2(CC1)CSC1=C(O2)C2=CC=CC=C2C(C1=O)=O (spiro[naphtho[1,2-b][1,4]oxathiine-2,4′-piperidine]-5,6-dione), C(C1=CC=CC=C1)C1OC1 (2-benzyloxirane). Product: OC(CN1CCC2(CC1)CSC1=C(O2)C2=CC=CC=C2C(C1=O)=O)CC1=CC=CC=C1 (1′-(2-hydroxy-3-phenylpropyl)spiro[naphtho[1,2-b][1,4]oxathiine-2,4′-piperidine]-5,6-dione). RXN SMILES: [NH:1]1[CH2:6][CH2:5][C:4]2([O:11][C:10]3[C:12]4[C:17]([C:18](=[O:21])[C:19](=[O:20])[C:9]=3[S:8][CH2:7]2)=[CH:16][CH:15]=[CH:14][CH:13]=4)[CH2:3][CH2:2]1.[CH2:22]([CH:29]1[CH2:31][O:30]1)[C:23]1[CH:28]=[CH:27][CH:26]=[CH:25][CH:24]=1>>[OH:30][CH:29]([CH2:22][C:23]1[CH:28]=[CH:27][CH:26]=[CH:25][CH:24]=1)[CH2:31][N:1]1[CH2:2][CH2:3][C:4]2([O:11][C:10]3[C:12]4[C:17]([C:18](=[O:21])[C:19](=[O:20])[C:9]=3[S:8][CH2:7]2)=[CH:16][CH:15]=[CH:14][CH:13]=4)[CH2:5][CH2:6]1. Procedure details: Compound 163 was synthesized using spiro[naphtho[1,2-b][1,4]oxathiine-2,4′-piperidine]-5,6-dione, 2-benzyloxirane and conditions outlined in procedure X. M.p.=70-73° C.; 400 MHz 1H NMR (CDCl3) δ: 8.05 (d, 1H), 7.75 (d, 1H), 7.65 (t, 1H), 7.5 (t, 1H), 7.35-7.2 (m, 5H), 3.95 (m, 1H), 2.95-2.8 (m, 5H), 2.75-2.65 (m, 3H), 2.5-2.35 (m, 3H), 2.1 (d, 2H), 1.95-1.75 (m, 2H); LCMS: 436 [M+H]. The reactants are CC=1N=CN(C1)CCCN1C(C2=CC=CC=C2C1=O)=O (2-(3-(4-Methyl-1H-imidazol-1-yl)propyl)isoindoline-1,3-dione), O.NN (hydrazine monohydrate). Run in C(C)O (ethanol). Run at temperature 50 celsius, time 12 hour. Product: CC=1N=CN(C1)CCCN (3-(4-Methyl-1H-imidazol-1-yl)propan-1-amine). Reaction SMILES: [CH3:1][C:2]1[N:3]=[CH:4][N:5]([CH2:7][CH2:8][CH2:9][N:10]2C(=O)C3C(=CC=CC=3)C2=O)[CH:6]=1.O.NN>C(O)C>[CH3:1][C:2]1[N:3]=[CH:4][N:5]([CH2:7][CH2:8][CH2:9][NH2:10])[CH:6]=1 |f:1.2|. Procedure details: 2-(3-(4-Methyl-1H-imidazol-1-yl)propyl)isoindoline-1,3-dione (3.42 mmol, 1 eq., which may be prepared as described in D6) and hydrazine monohydrate (6.84 mmol, 2 eq.) were dissolved in 20 mL of ethanol and the mixture was stirred for 12 h under reflux. The mixture was kept under reflux over night, then the mixture was concentrated down to a volume of 25 mL. Hydrochloric acid (conc., 55 mL) was then added and the mixture was heated to 50° C. and kept at this temperature for 30 min. The formed pre... Starting materials: [H-].[Na+] (sodium hydride), C([O-])(O)=O.[Na+] (sodium bicarbonate), COC1=C(COCCCOC2=CC=C(C=C2)C2C(CN(CC2)C(=O)OC(C)(C)C)OCCOS(=O)(=O)C2=CC=C(C=C2)C)C=CC=C1 (tert-butyl 4-{4-[3-(2-methoxybenzyloxy)propoxy]phenyl}-3-[2-(toluene-4-sulphonyloxy)ethoxy]piperidine-1-carboxylate), N1C=C(C2=CC=CC=C12)CCNC(C)=O (N-[2-(1H-indol-3-yl)ethyl]acetamide). Solvent: CN(C=O)C (N,N-dimethylformamide). Conditions: time 20 hour. Product: C(C)(=O)NCCC1=CN(C2=CC=CC=C12)CCOC1CN(CCC1C1=CC=C(C=C1)OCCCOCC1=C(C=CC=C1)OC)C(=O)OC(C)(C)C (tert-Butyl 3-{2-[3-(2-acetylaminoethyl)indol-1-yl]ethoxy}-4-{4-[3-(2-methoxybenzyloxy)propoxy]phenyl}piperidine-1-carboxylate), SiO2. RXN SMILES: [CH3:1][O:2][C:3]1[CH:47]=[CH:46][CH:45]=[CH:44][C:4]=1[CH2:5][O:6][CH2:7][CH2:8][CH2:9][O:10][C:11]1[CH:16]=[CH:15][C:14]([CH:17]2[CH2:22][CH2:21][N:20]([C:23]([O:25][C:26]([CH3:29])([CH3:28])[CH3:27])=[O:24])[CH2:19][CH:18]2[O:30][CH2:31][CH2:32]OS(C2C=CC(C)=CC=2)(=O)=O)=[CH:13][CH:12]=1.[NH:48]1[C:56]2[C:51](=[CH:52][CH:53]=[CH:54][CH:55]=2)[C:50]([CH2:57][CH2:58][NH:59][C:60](=[O:62])[CH3:61])=[CH:49]1.[H-].[Na+].C(=O)(O)[O-].[Na+]>CN(C)C=O>[C:60]([NH:59][CH2:58][CH2:57][C:50]1[C:51]2[C:56](=[CH:55][CH:54]=[CH:53][CH:52]=2)[N:48]([CH2:32][CH2:31][O:30][CH:18]2[CH:17]([C:14]3[CH:13]=[CH:12][C:11]([O:10][CH2:9][CH2:8][CH2:7][O:6][CH2:5][C:4]4[CH:44]=[CH:45][CH:46]=[CH:47][C:3]=4[O:2][CH3:1])=[CH:16][CH:15]=3)[CH2:22][CH2:21][N:20]([C:23]([O:25][C:26]([CH3:27])([CH3:29])[CH3:28])=[O:24])[CH2:19]2)[CH:49]=1)(=[O:62])[CH3:61] |f:2.3,4.5|. Procedure: A suspension of 0.20 g of tert-butyl 4-{4-[3-(2-methoxybenzyloxy)propoxy]phenyl}-3-[2-(toluene-4-sulphonyloxy)ethoxy]piperidine-1-carboxylate (Example 14b) and 0.067 g of N-[2-(1H-indol-3-yl)ethyl]acetamide in 7 ml of N,N-dimethylformamide is admixed at 0° C. with 0.024 g of sodium hydride dispersion (60%) and stirred at room temperature over 20 hours. The reaction mixture is poured onto saturated aqueous sodium bicarbonate solution and extracted with ethyl acetate (2×). The combined organic pha... Starting materials: CN(C)CCNC(=NS(C)(=O)=O)NCc1ccc(-c2csc(N=C(N)N)n2)o1, O. Product: CCNC(=NS(C)(=O)=O)NCc1ccc(-c2csc(N=C(N)N)n2)o1. Reaction SMILES: [NH2:1][C:2]([NH2:3])=[N:4][c:5]1[s:6][cH:7][c:8](-[c:10]2[o:11][c:12]([CH2:15][NH:16][C:17](=[N:18][S:19](=[O:20])(=[O:21])[CH3:22])[NH:23][CH2:24][CH2:25][N:26]([CH3:27])[CH3:28])[cH:13][cH:14]2)[n:9]1.[OH2:29]>>[NH2:1][C:2]([NH2:3])=[N:4][c:5]1[s:6][cH:7][c:8](-[c:10]2[o:11][c:12]([CH2:15][NH:16][C:17](=[N:18][S:19](=[O:20])(=[O:21])[CH3:22])[NH:23][CH2:24][CH3:25])[cH:13][cH:14]2)[n:9]1.